From a dataset of the Open Reaction Database (ORD), a public repository of structured organic reaction records. describe an organic reaction: reactants, conditions, products, and yield The reactants are CO, NCCO, O=C1CCN(Cc2cccc(NC(=O)Nc3csc(-c4ccncc4)n3)n2)CC1. The product is O=C(Nc1cccc(CN2CCC(NCCO)CC2)n1)Nc1csc(-c2ccncc2)n1. As a reaction SMILES: [CH3:34][OH:35].[NH2:30][CH2:31][CH2:32][OH:33].[O:1]=[C:2]1[CH2:3][CH2:4][N:5]([CH2:8][c:9]2[cH:10][cH:11][cH:12][c:13]([NH:15][C:16](=[O:17])[NH:18][c:19]3[n:20][c:21](-[c:24]4[cH:25][cH:26][n:27][cH:28][cH:29]4)[s:22][cH:23]3)[n:14]2)[CH2:6][CH2:7]1>>[CH:2]1([NH:30][CH2:31][CH2:32][OH:33])[CH2:3][CH2:4][N:5]([CH2:8][c:9]2[cH:10][cH:11][cH:12][c:13]([NH:15][C:16](=[O:17])[NH:18][c:19]3[n:20][c:21](-[c:24]4[cH:25][cH:26][n:27][cH:28][cH:29]4)[s:22][cH:23]3)[n:14]2)[CH2:6][CH2:7]1. Starting materials: [Al+3], CC(C)(C)Br, [Cl-], [Cl-], [Cl-], ClCCl, O=[N+]([O-])c1ccc2[nH]ccc2c1. Yields the product CC(C)(C)c1c[nH]c2ccc([N+](=O)[O-])cc12. RXN SMILES: [Al+3:14].[Br:17][C:18]([CH3:19])([CH3:20])[CH3:21].[Cl-:13].[Cl-:15].[Cl-:16].[Cl:22][CH2:23][Cl:24].[N+:1](=[O:2])([O-:3])[c:4]1[cH:5][c:6]2[cH:7][cH:8][nH:9][c:10]2[cH:11][cH:12]1>>[N+:1](=[O:2])([O-:3])[c:4]1[cH:5][c:6]2[c:7]([C:18]([CH3:19])([CH3:20])[CH3:21])[cH:8][nH:9][c:10]2[cH:11][cH:12]1. The reactants are CC=1NC(=C(C(C1C(=O)OC)C1=CC(=CC=C1)NO)C(=O)OC(C)C)C (Methyl 1-Methylethyl 1,4-Dihydro-2,6-dimethyl-4-(3-hydroxylamino-phenyl)-3,5-pyridinedicarboxylate), [N+](=O)([O-])C1=C(C=O)C=CC=C1 (2-nitrobenzaldehyde). The product is CC=1NC(=C(C(C1C(=O)OC)C1=CC(=CC=C1)/N(=O)=C/C1=C(C=CC=C1)[N+](=O)[O-])C(=O)OC(C)C)C (Methyl 1-Methylethyl 1,4-Dihydro-2,6-dimethyl-4-{3-[(Z)-N-(2-nitrophenylmethylene)-N-oxo-λ5 -azanyl]phenyl}-3,5-pyridinedicarboxylate). Reaction SMILES: [CH3:1][C:2]1[NH:3][C:4]([CH3:26])=[C:5]([C:20]([O:22][CH:23]([CH3:25])[CH3:24])=[O:21])[CH:6]([C:12]2[CH:17]=[CH:16][CH:15]=[C:14]([NH:18][OH:19])[CH:13]=2)[C:7]=1[C:8]([O:10][CH3:11])=[O:9].[N+:27]([C:30]1[CH:37]=[CH:36][CH:35]=[CH:34][C:31]=1[CH:32]=O)([O-:29])=[O:28]>>[CH3:1][C:2]1[NH:3][C:4]([CH3:26])=[C:5]([C:20]([O:22][CH:23]([CH3:24])[CH3:25])=[O:21])[CH:6]([C:12]2[CH:17]=[CH:16][CH:15]=[C:14]([N:18](=[CH:32][C:31]3[CH:34]=[CH:35][CH:36]=[CH:37][C:30]=3[N+:27]([O-:29])=[O:28])=[O:19])[CH:13]=2)[C:7]=1[C:8]([O:10][CH3:11])=[O:9]. Reported procedure: The reaction of hydroxylamine 82 (0.71 g, 2 mmol) with 2-nitrobenzaldehyde (59) (0.302 g, 2 mmol) afforded, after workup, a yellow oil. The crude product was purified by flash chromatography with 3:4 ethyl acetate/petroleum ether as the eluant to obtain 0.71 g (1.44 mmol. 72%) of 84 as a yellow oil. The oil crystallized from ether/petroleum ether to yield yellow crystalline solid: mp 130°-132° C.; IR (CH2Cl2) 3440, 2980, 1700, 1625, 1575, 1528, 1470, 1345, 1300, 1215, 1105, 905, 852, 775 cm-1 ; ... Starting materials: C([O-])([O-])=O.[Na+].[Na+] (sodium carbonate), C(CCCCCCCCCCC)(=O)Cl (dodecanoyl chloride), C(CCCCCCCCCCCCCCCCC)NC1[C@H](O)[C@@H](O)[C@H](O)[C@H](O1)CO (N-Octadecyl-D-glucopyranosylamine). The solvent is O1CCCC1 (tetrahydrofuran), O1CCCC1 (tetrahydrofuran), C1(=CC=CC=C1)C.C(C)(C)O (toluene isopropanol). Yields the product C1([C@H](O)[C@@H](O)[C@H](O)[C@H](O1)CO)N(C(CCCCCCCCCCC)=O)CCCCCCCCCCCCCCCCCC (N-Glucopyranosyl-N-octadecyl-dodecanoic acid amide). Reaction SMILES: [CH2:1]([NH:19][CH:20]1[O:28][C@H:27]([CH2:29][OH:30])[C@@H:25]([OH:26])[C@H:23]([OH:24])[C@H:21]1[OH:22])[CH2:2][CH2:3][CH2:4][CH2:5][CH2:6][CH2:7][CH2:8][CH2:9][CH2:10][CH2:11][CH2:12][CH2:13][CH2:14][CH2:15][CH2:16][CH2:17][CH3:18].C(=O)([O-])[O-].[Na+].[Na+].[C:37](Cl)(=[O:49])[CH2:38][CH2:39][CH2:40][CH2:41][CH2:42][CH2:43][CH2:44][CH2:45][CH2:46][CH2:47][CH3:48]>O1CCCC1.C1(C)C=CC=CC=1.C(O)(C)C>[CH:20]1([N:19]([CH2:1][CH2:2][CH2:3][CH2:4][CH2:5][CH2:6][CH2:7][CH2:8][CH2:9][CH2:10][CH2:11][CH2:12][CH2:13][CH2:14][CH2:15][CH2:16][CH2:17][CH3:18])[C:37](=[O:49])[CH2:38][CH2:39][CH2:40][CH2:41][CH2:42][CH2:43][CH2:44][CH2:45][CH2:46][CH2:47][CH3:48])[O:28][C@H:27]([CH2:29][OH:30])[C@@H:25]([OH:26])[C@H:23]([OH:24])[C@H:21]1[OH:22] |f:1.2.3,6.7|. Procedure details: 10 g of the compound from Example 1 are suspended in 20 ml of tetrahydrofuran and, after addition of 10 g of sodium carbonate, 10 g of dodecanoyl chloride in 10 ml of tetrahydrofuran are added dropwise. When the reaction has ended (control by thin layer chromatography on silica gel 60 in toluene/isopropanol 6:1), the solid is filtered off, the filtrate is evaporated to a syrup in vacuo and the crude product is purified by column chromatography on silica gel 60 with the eluting agent toluene/isop... Starting materials: N1(C=NC=C1)CC1=C(N=C2N1C=C(C=C2)C)C2=CC=C(C=C2)C (3-((1H-imidazol-1-yl)methyl)-6-methyl-2-p-tolylimidazo[1,2-a]pyridine), Cl.ClCC1=C(N=C2N1C=C(C=C2)F)C2=CC=C(C=C2)F (3-(chloromethyl)-6-fluoro-2-(4-fluorophenyl)imidazo[1,2-a]pyridine hydrochloride), N1N=CN=C1C(=O)OC (methyl 1H-1,2,4-triazole-5-carboxylate). Product: FC=1C=CC=2N(C1)C(=C(N2)C2=CC=C(C=C2)F)CN2N=CN=C2C(=O)OC (Methyl 1-((6-fluoro-2-(4-fluorophenyl)imidazo[1,2-a]pyridin-3-yl)methyl)-1H-1,2,4-triazole-5-carboxylate). As a reaction SMILES: N1(CC2N3C=C(C)C=CC3=NC=2C2C=CC(C)=CC=2)C=CN=C1.Cl.Cl[CH2:26][C:27]1[N:31]2[CH:32]=[C:33]([F:36])[CH:34]=[CH:35][C:30]2=[N:29][C:28]=1[C:37]1[CH:42]=[CH:41][C:40]([F:43])=[CH:39][CH:38]=1.[NH:44]1[C:48]([C:49]([O:51][CH3:52])=[O:50])=[N:47][CH:46]=[N:45]1>>[F:36][C:33]1[CH:34]=[CH:35][C:30]2[N:31]([C:27]([CH2:26][N:44]3[C:48]([C:49]([O:51][CH3:52])=[O:50])=[N:47][CH:46]=[N:45]3)=[C:28]([C:37]3[CH:42]=[CH:41][C:40]([F:43])=[CH:39][CH:38]=3)[N:29]=2)[CH:32]=1 |f:1.2|. Procedure: The title compound was prepared according to Method A and the experimentals described for compound 1 from 3-(chloromethyl)-6-fluoro-2-(4-fluorophenyl)imidazo[1,2-a]pyridine hydrochloride and methyl 1H-1,2,4-triazole-5-carboxylate. The two isomers were separated by silica gel chromatography eluted with 20% acetone to flash out the less polar spot and 50% acetone to flash out the second spot (more polar spot). m/e− 370 for C18H14F2N5O2 (M+H)−. Reactants: C(C=C)OC1=CC=C(C(=O)O)C=C1 (4-allyloxybenzoic acid), S(=O)(Cl)Cl (thionyl chloride). Product: C(C=C)OC1=CC=C(C(=O)Cl)C=C1 (4-allyloxybenzoyl chloride). Procedure: A mixture containing 29.9 g. of 4-allyloxybenzoic acid and 250 ml. of thionyl chloride was stirred and refluxed for 90 minutes and the excess thionyl distilled off, first at atmospheric pressure and then at reduced pressure. Ethylene dichloride was added and the solution evaporated in vacuo to remove the ethylene dichloride and remaining traces of thionyl chloride to give a quantitative yield of 4-allyloxybenzoyl chloride. RXN SMILES: [CH2:1]([O:4][C:5]1[CH:13]=[CH:12][C:8]([C:9](O)=[O:10])=[CH:7][CH:6]=1)[CH:2]=[CH2:3].S(Cl)([Cl:16])=O>>[CH2:1]([O:4][C:5]1[CH:13]=[CH:12][C:8]([C:9]([Cl:16])=[O:10])=[CH:7][CH:6]=1)[CH:2]=[CH2:3]. Starting materials: ClC=1C(=NNC1CC)C(F)(F)F (4-Chloro-5-ethyl-3-trifluoromethyl-1-H-pyrazol), CN(C)C=O (DMF), C(=O)([O-])[O-].[K+].[K+] (K2CO3), ClC1=C(C=C(C=C1)N1CCN(CC1)C(C)=O)OC (1-[4-(4-Chloro-3-methoxyphenyl)-piperazine-1-yl]-ethanone). Run in CCCCCC.C(C)(=O)OCC (hexane ethyl acetate). Product: ClC1=C(C=C(C=C1)N1CCN(CC1)C(CN1N=C(C(=C1CC)Cl)C(F)(F)F)=O)OC (1-[4-(4-Chloro-3-methoxy-phenyl)-piperazin-1-yl]-2-(4-chloro-5-ethyl-3-trifluoromethyl-pyrazol-1-yl)-ethanone). Reaction SMILES: [Cl:1][C:2]1[C:3]([C:9]([F:12])([F:11])[F:10])=[N:4][NH:5][C:6]=1[CH2:7][CH3:8].C([O-])([O-])=O.[K+].[K+].[Cl:19][C:20]1[CH:25]=[CH:24][C:23]([N:26]2[CH2:31][CH2:30][N:29]([C:32](=[O:34])[CH3:33])[CH2:28][CH2:27]2)=[CH:22][C:21]=1[O:35][CH3:36].CN(C=O)C>CCCCCC.C(OCC)(=O)C>[Cl:19][C:20]1[CH:25]=[CH:24][C:23]([N:26]2[CH2:31][CH2:30][N:29]([C:32](=[O:34])[CH2:33][N:5]3[C:6]([CH2:7][CH3:8])=[C:2]([Cl:1])[C:3]([C:9]([F:10])([F:12])[F:11])=[N:4]3)[CH2:28][CH2:27]2)=[CH:22][C:21]=1[O:35][CH3:36] |f:1.2.3,6.7|. Procedure: Protocol T was followed using 4-Chloro-5-ethyl-3-trifluoromethyl-1-H-pyrazol, K2CO3, 1-[4-(4-Chloro-3-methoxyphenyl)-piperazine-1-yl]-ethanone and DMF. Column chromatography using a solvent mixture (hexane/ethyl acetate=2/3, Rf=0.53) afforded the title compound as white solid. 1H NMR (400 MHz, CDCl3); 7.18-7.22 (d, 2H), 6.38-6.48 (m, 2H), 4.98 (s, 2H), 3.86 (s, 3H), 3.66-3.76 (m, 4H), 3.1-3.2 (m, 4H), 2.66-2.74 (q, 2H), 1.18-1.28 (m, 3H). MS (ES) M+H) expected=464.82, found 465. Starting materials: C(=O)(OCC)C1=C(C=CC(=C1OC)OC)NC(=O)OCC (ethyl 2-carboethoxy-3,4-dimethoxybenzenecarbamate), S(=O)(=O)(Cl)Cl (sulfuryl chloride), C([O-])(O)=O.[Na+] (sodium bicarbonate), C([O-])(O)=O.[Na+] (sodium bicarbonate), S(=O)(=O)(Cl)Cl (sulfuryl chloride). Run in C(Cl)(Cl)Cl (chloroform). Reaction conditions: time 4 hour. Product: C(=O)(OCC)C1=C(C(=CC(=C1OC)OC)Cl)NC(=O)OCC (Ethyl 2-Carboethoxy-6-chloro-3,4-dimethoxybenzenecarbamate). Reaction SMILES: [C:1]([C:6]1[C:11]([O:12][CH3:13])=[C:10]([O:14][CH3:15])[CH:9]=[CH:8][C:7]=1[NH:16][C:17]([O:19][CH2:20][CH3:21])=[O:18])([O:3][CH2:4][CH3:5])=[O:2].S(Cl)([Cl:25])(=O)=O.C(=O)(O)[O-].[Na+]>C(Cl)(Cl)Cl>[C:1]([C:6]1[C:11]([O:12][CH3:13])=[C:10]([O:14][CH3:15])[CH:9]=[C:8]([Cl:25])[C:7]=1[NH:16][C:17]([O:19][CH2:20][CH3:21])=[O:18])([O:3][CH2:4][CH3:5])=[O:2] |f:2.3|. Procedure details: The chloroform solution of ethyl 2-carboethoxy-3,4-dimethoxybenzenecarbamate prepared in A above was treated with sulfuryl chloride (30.2 g, 0.22 mole) and optionally with sodium bicarbonate (33.3 g, 0.40 mole) and the mixture was stirred at room temperature for 4 hours. An additional charge of sodium bicarbonate (3.3 g, 0.04 mole) and sulfuryl chloride (3.0 g, 0.02 mole) was added and stirring was continued for 16 hours. Filtration and concentration of the filtrate provided crude product as an ... Starting materials: C(C)(C)N(C(=O)C1=CC(=C(C(=C1)[N+](=O)[O-])C1=CC=C(C=C1)C(=O)OC)[N+](=O)[O-])C(C)C (methyl 4'-[[bis-(isopropyl)-amino]-carbonyl]-2', 6'-dinitro-(1,1'-biphenyl)-4-carboxylate). The solvent is C(C)(=O)OCC.C1CCCCC1 (ethyl acetate cyclohexane). Product: C(C)(C)N(C(=O)C1=CC(=C(C(=C1)[N+](=O)[O-])C1=CC=C(C=C1)C(=O)O)[N+](=O)[O-])C(C)C (4'-[[bis-(isopropyl)-amino]-carbonyl]-2', 6'-dinitro-(1,1'-biphenyl)-4-carboxylic acid). Isolated yield 103.4%. As a reaction SMILES: [CH:1]([N:4]([CH:29]([CH3:31])[CH3:30])[C:5]([C:7]1[CH:12]=[C:11]([N+:13]([O-:15])=[O:14])[C:10]([C:16]2[CH:21]=[CH:20][C:19]([C:22]([O:24]C)=[O:23])=[CH:18][CH:17]=2)=[C:9]([N+:26]([O-:28])=[O:27])[CH:8]=1)=[O:6])([CH3:3])[CH3:2]>C(OCC)(=O)C.C1CCCCC1>[CH:29]([N:4]([CH:1]([CH3:3])[CH3:2])[C:5]([C:7]1[CH:12]=[C:11]([N+:13]([O-:15])=[O:14])[C:10]([C:16]2[CH:17]=[CH:18][C:19]([C:22]([OH:24])=[O:23])=[CH:20][CH:21]=2)=[C:9]([N+:26]([O-:28])=[O:27])[CH:8]=1)=[O:6])([CH3:31])[CH3:30] |f:1.2|. Procedure details: Using the procedure of Example 19, Stage C, 244.4 mg of product B prepared in Example 19, Stage B were reacted to obtain 244.5 mg of the expected product with a Rf=0.146 (cyclohexane/ethyl acetate 1/1).